This data is from the Open Reaction Database (ORD), a public repository of structured organic reaction records. The task is: describe an organic reaction: reactants, conditions, products, and yield As a reaction SMILES: Cl[C:2]1[CH:7]=[C:6]([C:8]2[CH:13]=[CH:12][CH:11]=[CH:10][CH:9]=2)[N:5]=[C:4]([S:14][CH2:15][C:16]#[N:17])[N:3]=1.[CH2:18]([NH2:28])[C:19]1[CH:27]=[CH:26][C:25]2[O:24][CH2:23][O:22][C:21]=2[CH:20]=1.C(=O)([O-])[O-].[Na+].[Na+]>C(O)C>[O:24]1[C:25]2[CH:26]=[CH:27][C:19]([CH2:18][NH:28][C:2]3[CH:7]=[C:6]([C:8]4[CH:13]=[CH:12][CH:11]=[CH:10][CH:9]=4)[N:5]=[C:4]([S:14][CH2:15][C:16]#[N:17])[N:3]=3)=[CH:20][C:21]=2[O:22][CH2:23]1 |f:2.3.4|. Yield: 57.4%. Product: O1COC2=C1C=CC(=C2)CNC2=NC(=NC(=C2)C2=CC=CC=C2)SCC#N ([4-(1,3-Benzodioxol-5-Ylmethylamino)-6-Phenyl-2-pyrimidinylthio]Acetonitrile). Procedure: A stirred suspension of 19.5 g (0.075 mole) of (4-chloro-6-phenyl-2-pyrimidinylthio)acetonitrile, 11.3 g (0.074 mole) of piperonylamine and 7.95 g (0.075 mole) of sodium carbonate was heated under reflux in 250 ml of ethanol for six hours. The mixture was filtered and the filtrate was cooled in ice. The precipitate was collected and recrystallized from ethanol to give 16 g of product, mp. 140°-142°. Reactants: ClC1=NC(=NC(=C1)C1=CC=CC=C1)SCC#N ((4-chloro-6-phenyl-2-pyrimidinylthio)acetonitrile), C(C1=CC=2OCOC2C=C1)N (piperonylamine), C([O-])([O-])=O.[Na+].[Na+] (sodium carbonate). Solvent: C(C)O (ethanol).